From a dataset of the Open Reaction Database (ORD), a public repository of structured organic reaction records. describe an organic reaction: reactants, conditions, products, and yield The reactants are Cc1ccc(S(=O)(=O)O)cc1, COc1ccc(C=O)cc1, Cc1ccccc1, CC(N)CO. Reaction SMILES: [CH3:16][c:17]1[cH:18][cH:19][c:20]([S:21](=[O:22])(=[O:23])[OH:24])[cH:25][cH:26]1.[CH3:1][O:2][c:3]1[cH:4][cH:5][c:6]([CH:7]=[O:8])[cH:9][cH:10]1.[CH3:27][c:28]1[cH:29][cH:30][cH:31][cH:32][cH:33]1.[NH2:11][CH:12]([CH2:13][OH:14])[CH3:15]>>[CH3:1][O:2][c:3]1[cH:4][cH:5][c:6]([CH:7]=[N:11][CH:12]([CH2:13][OH:14])[CH3:15])[cH:9][cH:10]1. Product: COc1ccc(C=NC(C)CO)cc1.